Dataset: the Open Reaction Database (ORD), a public repository of structured organic reaction records. Task: describe an organic reaction: reactants, conditions, products, and yield Reactants: C(Cl)Cl (methylene chloride), CN(C)CC1CCCCC1(C2=CC=CC(=C2)OC)O.C(C=1C(O)=CC=CC1)(=O)[O-] (tramadol salicylate), O (water), [OH-].[K+] (KOH). Conditions: temperature 15 celsius. The product is CN(C)CC1CCCCC1(C2=CC=CC(=C2)OC)O.Cl (Tramadol hydrochloride). RXN SMILES: [CH3:1][N:2]([CH2:4][CH:5]1[C:10]([OH:19])([C:11]2[CH:16]=[C:15]([O:17][CH3:18])[CH:14]=[CH:13][CH:12]=2)[CH2:9][CH2:8][CH2:7][CH2:6]1)[CH3:3].C([O-])(=O)C1C(=CC=CC=1)O.O.[OH-].[K+].C(Cl)[Cl:34]>>[CH3:3][N:2]([CH2:4][CH:5]1[C:10]([OH:19])([C:11]2[CH:16]=[C:15]([O:17][CH3:18])[CH:14]=[CH:13][CH:12]=2)[CH2:9][CH2:8][CH2:7][CH2:6]1)[CH3:1].[ClH:34] |f:0.1,3.4,6.7|. Procedure: In a reaction flask 29 g tramadol salicylate salt was stirred with 87 ml water and pH was adjusted to 11-12 by 10% aqueous KOH solution. The tramadol free base was extracted with methylene chloride, organic extract washed with water, and methylene chloride was evaporated under reduced pressure. The oil obtained was dissolved in 88.0 ml methylene chloride. Stirred and cooled to 15° C. Adjusted pH to 2-2.5 by conc. HCI. Stirred for 1.0 hour at same temperature. Raised the temperature to 25-30° C. ... Reactants: FC(C(C(=O)O)(C)O)(F)F (3,3,3-trifluoro-2-hydroxy-2-methylpropanoic acid), S(=O)(Cl)Cl (thionyl chloride), O (water), NC1=C(C=C(C(=O)C2=CC=CC=C2)C=C1)C (4-Amino-3-methylbenzophenone). The solvent is CN(C(C)=O)C (N,N-dimethylacetamide), C(C)OCC.ClCCl (diethyl ether dichloromethane), CCCCCC (hexane). Reaction conditions: time 1 hour. Yields the product C(C1=CC=CC=C1)(=O)C1=CC(=C(C=C1)NC(C(C(F)(F)F)(C)O)=O)C (N-(4-Benzoyl-2-methylphenyl)-3,3,3-trifluoro-2-hydroxy-2-methylpropanamide). As a reaction SMILES: [F:1][C:2]([F:10])([F:9])[C:3]([OH:8])([CH3:7])[C:4](O)=[O:5].S(Cl)(Cl)=O.[NH2:15][C:16]1[CH:29]=[CH:28][C:19]([C:20]([C:22]2[CH:27]=[CH:26][CH:25]=[CH:24][CH:23]=2)=[O:21])=[CH:18][C:17]=1[CH3:30].O>CN(C)C(=O)C.CCCCCC.C(OCC)C.ClCCl>[C:20]([C:19]1[CH:28]=[CH:29][C:16]([NH:15][C:4](=[O:5])[C:3]([OH:8])([CH3:7])[C:2]([F:10])([F:9])[F:1])=[C:17]([CH3:30])[CH:18]=1)(=[O:21])[C:22]1[CH:27]=[CH:26][CH:25]=[CH:24][CH:23]=1 |f:6.7|. Procedure details: To a solution of 3,3,3-trifluoro-2-hydroxy-2-methylpropanoic acid (1.11 g) in N,N-dimethylacetamide (15 mL) at -20° C. was added thionyl chloride (0.84 g) and the mixture was allowed to stir at -10° to -15° C. for 1 hour. 4-Amino-3-methylbenzophenone (1.00 g) was added in one portion and the reaction mixture was stirred at room temperature overnight. The mixture was poured into water and the resultant gummy solid was collected by filtration. The solid was dissolved in methylene chloride, dried a... The reactants are NCCCCN1C=NC=2C(=NC=3C=CC=CC3C21)N (1-(4-aminobutyl)-1H-imidazo[4,5-c]quinolin-4-amine), N1=CC=CC2=CC(=CC=C12)C(=O)O (6-quinolinecarboxylic acid). Product: NC1=NC=2C=CC=CC2C2=C1N=CN2CCCCNC(=O)C=2C=C1C=CC=NC1=CC2 (N6-[4-(4-amino-1H-imidazo[4,5-c]quinolin-1-yl) butyl]-6-quinolinecarboxamide). The yield is 9.9%. Reaction SMILES: [NH2:1][CH2:2][CH2:3][CH2:4][CH2:5][N:6]1[C:18]2[C:17]3[CH:16]=[CH:15][CH:14]=[CH:13][C:12]=3[N:11]=[C:10]([NH2:19])[C:9]=2[N:8]=[CH:7]1.[N:20]1[C:29]2[C:24](=[CH:25][C:26]([C:30](O)=[O:31])=[CH:27][CH:28]=2)[CH:23]=[CH:22][CH:21]=1>>[NH2:19][C:10]1[C:9]2[N:8]=[CH:7][N:6]([CH2:5][CH2:4][CH2:3][CH2:2][NH:1][C:30]([C:26]3[CH:25]=[C:24]4[C:29](=[CH:28][CH:27]=3)[N:20]=[CH:21][CH:22]=[CH:23]4)=[O:31])[C:18]=2[C:17]2[CH:16]=[CH:15][CH:14]=[CH:13][C:12]=2[N:11]=1. Procedure details: Using the general method of Example 18, 1-(4-aminobutyl)-1H-imidazo[4,5-c]quinolin-4-amine (0.5 g, 1.96 mmol) was coupled with 6-quinolinecarboxylic acid (0.34 g, 1.96 mmol) to provide 0.08 g of N6-[4-(4-amino-1H-imidazo[4,5-c]quinolin-1-yl) butyl]-6-quinolinecarboxamide as a tan powder, m.p. 122-127° C. (foaming). 1H NMR (300 MHz, DMSO-d6) δ 8.98 (m, 1H), 8.73 (t, J=5.4 Hz, 1H), 8.43 (m, 2H), 8.23 (s,1H), 8.13-8.03 (m, 3H), 7.60 (m, 2H), 7.40 (m, 1H), 7.20 (m, 1H), 6.58 (broad s, 2H), 4.66 (t, ... Reactants: C(C=C(C)C)C1=C(C(=C(C=C1)OCC(C)C)OC)O (2-prenyl-5-isobutoxy-6-methoxy-phenol), methyl-trialkyl (C8 -C10)-ammonium dichromane, C1=CC=CC=C1 (benzene). Run in CCCCCC (hexane). The product is C(C(C)C)OC1=CC=C2C=CC(OC2=C1OC)(C)C (7-isobutoxy-8-methoxy-2,2-dimethyl-2H-chromene). Isolated yield 79.7%. RXN SMILES: [CH2:1]([C:6]1[CH:11]=[CH:10][C:9]([O:12][CH2:13][CH:14]([CH3:16])[CH3:15])=[C:8]([O:17][CH3:18])[C:7]=1[OH:19])[CH:2]=[C:3]([CH3:5])[CH3:4].C1C=CC=CC=1>CCCCCC>[CH2:13]([O:12][C:9]1[C:8]([O:17][CH3:18])=[C:7]2[C:6]([CH:1]=[CH:2][C:3]([CH3:4])([CH3:5])[O:19]2)=[CH:11][CH:10]=1)[CH:14]([CH3:16])[CH3:15]. Reported procedure: A mixture of 5.8 g (22 millimoles) of 2-prenyl-5-isobutoxy-6-methoxy-phenol, a molar equivalent amount of methyl-trialkyl (C8 -C10)-ammonium dichromane and 100 ml of benzene is refluxed for 10 hours. The reaction mixture is diluted with hexane, washed with 20% sodium thiosulfate, the organic phase is dried, evaporated and the residue is purified by column chromatography (see Example 3). Thus 4.6 g of the desired compound are obtained in the form of a colorless oil, yield 80%. Starting materials: CC1=C(C(=CC=C1)[N+](=O)[O-])NC1=NC(=NC(=C1)N1CCOCC1)SC (N-(2-Methyl-6-nitrophenyl)-2-(methylsulfanyl)-6-(morpholin-4-yl)pyrimidin-4-amine), O.NN (Hydrazine monohydrate). Reagents/catalysts: [Fe](Cl)Cl (iron chloride). The solvent is C(C)O (ethanol). Conditions: temperature 80 celsius. Product: CC1=C(C(=CC=C1)N)NC1=NC(=NC(=C1)N1CCOCC1)SC (3-methyl-N2-[2-(methylsulfanyl)-6-(morpholin-4-yl)pyrimidin-4-yl]benzene-1,2-diamine). Yield: 79.1%. RXN SMILES: [CH3:1][C:2]1[CH:7]=[CH:6][CH:5]=[C:4]([N+:8]([O-])=O)[C:3]=1[NH:11][C:12]1[CH:17]=[C:16]([N:18]2[CH2:23][CH2:22][O:21][CH2:20][CH2:19]2)[N:15]=[C:14]([S:24][CH3:25])[N:13]=1.O.NN>C(O)C.[Fe](Cl)Cl>[CH3:1][C:2]1[CH:7]=[CH:6][CH:5]=[C:4]([NH2:8])[C:3]=1[NH:11][C:12]1[CH:17]=[C:16]([N:18]2[CH2:23][CH2:22][O:21][CH2:20][CH2:19]2)[N:15]=[C:14]([S:24][CH3:25])[N:13]=1 |f:1.2|. Procedure: N-(2-Methyl-6-nitrophenyl)-2-(methylsulfanyl)-6-(morpholin-4-yl)pyrimidin-4-amine (750 mg) was dissolved in ethanol (22.5 mL), and iron chloride (III) hexahydrate (56 mg) and activated carbon (75 mg) were added thereto, followed by stirring at 80° C. Hydrazine monohydrate (0.3 mL) was added dropwise thereto, followed by heating and refluxing overnight. The reaction mixture was cooled to room temperature and filtered through celite. The mother liquid was concentrated and the residue was purified ...